Dataset: the Open Reaction Database (ORD), a public repository of structured organic reaction records. Task: describe an organic reaction: reactants, conditions, products, and yield Starting materials: BrC1=C(C=C(C=C1)S(=O)(=O)Cl)F (4-Bromo-3-fluoro-benzenesulfonyl chloride), N1CCCC1 (pyrrolidine). The solvent is ClCCl (dichloromethane). The product is BrC1=C(C=C(C=C1)S(=O)(=O)N1CCCC1)F (1-[(4-bromo-3-fluorophenyl)sulfonyl]pyrrolidine). The yield is 95.6%. RXN SMILES: [Br:1][C:2]1[CH:7]=[CH:6][C:5]([S:8](Cl)(=[O:10])=[O:9])=[CH:4][C:3]=1[F:12].[NH:13]1[CH2:17][CH2:16][CH2:15][CH2:14]1>ClCCl>[Br:1][C:2]1[CH:7]=[CH:6][C:5]([S:8]([N:13]2[CH2:17][CH2:16][CH2:15][CH2:14]2)(=[O:10])=[O:9])=[CH:4][C:3]=1[F:12]. Procedure: According to general procedure C, 4-Bromo-3-fluoro-benzenesulfonyl chloride (0.40 g, 1.46 mmol) and pyrrolidine (0.30 mL, 3.65 mmol) were stirred together with dry dichloromethane (5 mL) for 16 hours. 1-[(4-bromo-3-fluorophenyl)sulfonyl]pyrrolidine (0.43 g, 96%) was provided after purification. HRMS: calcd for C10H11BrFNO2S, 306.96779; found (EI, M+.), 306.968. HPLC purity 100.0% at 210-370 nm, 10.3 min.; the Xterra® RP18 column, 3.5μ, 150×4.6 mm column, 1.2 mL/min., 85/15-5/95 (ammonium formate...